From a dataset of the Open Reaction Database (ORD), a public repository of structured organic reaction records. describe an organic reaction: reactants, conditions, products, and yield Starting materials: CC(=O)O[BH-](OC(C)=O)OC(C)=O, O=C([O-])O, COC(=O)c1cc(=O)n(CC=O)c2cc(OC)ccc12, CC(=O)O, ClC(Cl)Cl, [Na+], [Na+], NC1CCN(Cc2ccc3c(c2)OCCO3)CC1. Product: COC(=O)c1cc(=O)n(CCNC2CCN(Cc3ccc4c(c3)OCCO4)CC2)c2cc(OC)ccc12. As a reaction SMILES: [C:39]([O:40][BH-:41]([O:42][C:43](=[O:44])[CH3:45])[O:46][C:47](=[O:48])[CH3:49])(=[O:50])[CH3:51].[C:53](=[O:54])([O-:55])[OH:56].[CH3:1][O:2][c:3]1[cH:4][cH:5][c:6]2[c:7]([C:17](=[O:18])[O:19][CH3:20])[cH:8][c:9](=[O:16])[n:10]([CH2:13][CH:14]=[O:15])[c:11]2[cH:12]1.[CH3:58][C:59](=[O:60])[OH:61].[CH:62]([Cl:63])([Cl:64])[Cl:65].[Na+:52].[Na+:57].[O:21]1[CH2:22][CH2:23][O:24][c:25]2[c:26]1[cH:27][cH:28][c:29]([CH2:31][N:32]1[CH2:33][CH2:34][CH:35]([NH2:38])[CH2:36][CH2:37]1)[cH:30]2>>[CH3:1][O:2][c:3]1[cH:4][cH:5][c:6]2[c:7]([C:17](=[O:18])[O:19][CH3:20])[cH:8][c:9](=[O:16])[n:10]([CH2:13][CH2:14][NH:38][CH:35]3[CH2:34][CH2:33][N:32]([CH2:31][c:29]4[cH:28][cH:27][c:26]5[c:25]([cH:30]4)[O:24][CH2:23][CH2:22][O:21]5)[CH2:37][CH2:36]3)[c:11]2[cH:12]1. Reactants: Cc1cc2c(cc1C(F)(F)F)N(C(=O)OC(C)(C)C)CCCC2N(Cc1cc(C(F)(F)F)cc(C(F)(F)F)c1)c1nnn[nH]1, ClCCl, [Na+], [Na+], O=C([O-])[O-], O=C(O)C(F)(F)F. RXN SMILES: [C:8]([O:9][C:10](=[O:11])[N:15]1[c:16]2[c:17]([cH:43][c:44]([CH3:51])[c:45]([C:47]([F:48])([F:49])[F:50])[cH:46]2)[CH:18]([N:22]([c:23]2[n:24][n:25][n:26][nH:27]2)[CH2:28][c:29]2[cH:30][c:31]([C:39]([F:40])([F:41])[F:42])[cH:32][c:33]([C:35]([F:36])([F:37])[F:38])[cH:34]2)[CH2:19][CH2:20][CH2:21]1)([CH3:12])([CH3:13])[CH3:14].[Cl:58][CH2:59][Cl:60].[Na+:52].[Na+:53].[O-:54][C:55](=[O:56])[O-:57].[OH:1][C:2]([C:3]([F:4])([F:5])[F:6])=[O:7]>>[NH:15]1[c:16]2[c:17]([cH:43][c:44]([CH3:51])[c:45]([C:47]([F:48])([F:49])[F:50])[cH:46]2)[CH:18]([N:22]([c:23]2[n:24][n:25][n:26][nH:27]2)[CH2:28][c:29]2[cH:30][c:31]([C:39]([F:40])([F:41])[F:42])[cH:32][c:33]([C:35]([F:36])([F:37])[F:38])[cH:34]2)[CH2:19][CH2:20][CH2:21]1. The product is Cc1cc2c(cc1C(F)(F)F)NCCCC2N(Cc1cc(C(F)(F)F)cc(C(F)(F)F)c1)c1nnn[nH]1. Reactants: O=C([O-])O, Cc1cnc(CSc2nc3ccccc3[nH]2)c(C)c1OCC1COC(C)(C)OC1, CC(C)[O-], CC(C)[O-], CC(C)[O-], CC(C)[O-], Cc1ccccc1, CCN(C(C)C)C(C)C, [Na+], [O-]O, [Ti+4], CC(C)c1ccccc1. Product: Cc1cnc(CS(=O)c2nc3ccccc3[nH]2)c(C)c1OCC1COC(C)(C)OC1. RXN SMILES: [C:50]([OH:51])(=[O:52])[O-:53].[CH3:1][C:2]1([CH3:29])[O:3][CH2:4][CH:5]([CH2:8][O:9][c:10]2[c:11]([CH3:28])[c:12]([CH2:17][S:18][c:19]3[n:20][c:21]4[c:22]([nH:23]3)[cH:24][cH:25][cH:26][cH:27]4)[n:13][cH:14][c:15]2[CH3:16])[CH2:6][O:7]1.[CH3:55][CH:56]([CH3:57])[O-:58].[CH3:60][CH:61]([CH3:62])[O-:63].[CH3:64][CH:65]([CH3:66])[O-:67].[CH3:68][CH:69]([CH3:70])[O-:71].[CH3:72][c:73]1[cH:74][cH:75][cH:76][cH:77][cH:78]1.[CH:30]([N:31]([CH2:32][CH3:33])[CH:34]([CH3:35])[CH3:36])([CH3:37])[CH3:38].[Na+:54].[O-:39][OH:40].[Ti+4:59].[c:41]1([CH:42]([CH3:43])[CH3:44])[cH:45][cH:46][cH:47][cH:48][cH:49]1>>[CH3:1][C:2]1([CH3:29])[O:3][CH2:4][CH:5]([CH2:8][O:9][c:10]2[c:11]([CH3:28])[c:12]([CH2:17][S:18]([c:19]3[nH:20][c:21]4[c:22]([n:23]3)[cH:24][cH:25][cH:26][cH:27]4)=[O:51])[n:13][cH:14][c:15]2[CH3:16])[CH2:6][O:7]1. Reactants: C(C)OC(CC(C1=C(C=C(C(=C1)F)F)Cl)=O)=O (2-chloro-4,5-difluoro-β-oxobenzenepropanoic acid ethyl ester), C(OCC)(OCC)OCC (triethyl orthoformate). Solvent: C(C)(=O)OC(C)=O (acetic anhydride). The product is ClC1=C(C=C(C(=C1)F)F)C(C(C(=O)OCC)=COCC)=O (2-chloro-α-(ethoxymethylene)-4,5-difluoro-β-oxobenzenepropanoic acid, ethyl ester). RXN SMILES: [CH2:1]([O:3][C:4](=[O:17])[CH2:5][C:6](=[O:16])[C:7]1[CH:12]=[C:11]([F:13])[C:10]([F:14])=[CH:9][C:8]=1[Cl:15])[CH3:2].[CH:18](OCC)(OCC)[O:19][CH2:20][CH3:21]>C(OC(=O)C)(=O)C>[Cl:15][C:8]1[CH:9]=[C:10]([F:14])[C:11]([F:13])=[CH:12][C:7]=1[C:6](=[O:16])[C:5](=[CH:18][O:19][CH2:20][CH3:21])[C:4]([O:3][CH2:1][CH3:2])=[O:17]. Procedure: In accordance with the above reaction scheme, a solution of 2-chloro-4,5-difluorobenzoic acid (V) in acetonitrile containing a catalytic amount of dimethylformamide is reacted under an inert atmosphere with the dropwise addition of oxalyl chloride, giving 2-chloro-4,5-difluorobenzoic acid chloride (VI) which is dissolved in diethyl ether and slowly added to a cold solution of magnesium diethylmalonate, followed by the addition to ice water and acidification to pH 2.5, giving (2-chloro-4,5-difluo... Starting materials: CC(C)OC(=O)/N=N/C(=O)OC(C)C (DIAD), COC([C@H](CC1=CC(=C(C=C1)O)[N+](=O)[O-])NC(=O)OC(C)(C)C)=O ((S)-2-tert-Butoxycarbonylamino-3-(4-hydroxy-3-nitro-phenyl)-propionic acid methyl ester), COC([C@H](O)C1=CC=C(C=C1)OCC1=CC(=C(C=C1)Cl)Cl)=O ((R)-[4-(3,4-dichloro-benzyloxy)-phenyl]-hydroxy-acetic acid methyl ester), C1(=CC=CC=C1)P(C1=CC=CC=C1)C1=CC=CC=C1 (triphenylphosphine), C([O-])([O-])=O.[Na+].[Na+] (sodium carbonate). Reagents/catalysts: [Fe] (Iron). The solvent is CCOC(=O)C (EtOAc), C(Cl)Cl (DCM). Run at temperature -20 celsius, time 30 minute. Product: COC([C@H](CC=1C=CC2=C(NC([C@@H](O2)C2=CC=C(C=C2)OCC2=CC(=C(C=C2)Cl)Cl)=O)C1)NC(=O)OC(C)(C)C)=O ((S)-2-tert-Butoxycarbonylamino-3-{(S)-2-[4-(3,4-dichloro-benzyloxy)-phenyl]-3-oxo-3,4-dihydro-2H-benzo[1,4]oxazin-6-yl}-propionic acid methyl ester). Isolated yield 56.4%. Reaction SMILES: [CH3:1][O:2][C:3](=[O:24])[C@@H:4]([NH:16][C:17]([O:19][C:20]([CH3:23])([CH3:22])[CH3:21])=[O:18])[CH2:5][C:6]1[CH:11]=[CH:10][C:9]([OH:12])=[C:8]([N+:13]([O-])=O)[CH:7]=1.C[O:26][C:27](=O)[C@@H:28]([C:30]1[CH:35]=[CH:34][C:33]([O:36][CH2:37][C:38]2[CH:43]=[CH:42][C:41]([Cl:44])=[C:40]([Cl:45])[CH:39]=2)=[CH:32][CH:31]=1)O.C1(P(C2C=CC=CC=2)C2C=CC=CC=2)C=CC=CC=1.CC(OC(/N=N/C(OC(C)C)=O)=O)C.C(=O)([O-])[O-].[Na+].[Na+]>C(Cl)Cl.[Fe].CCOC(C)=O>[CH3:1][O:2][C:3](=[O:24])[C@@H:4]([NH:16][C:17]([O:19][C:20]([CH3:23])([CH3:22])[CH3:21])=[O:18])[CH2:5][C:6]1[CH:11]=[CH:10][C:9]2[O:12][C@@H:28]([C:30]3[CH:31]=[CH:32][C:33]([O:36][CH2:37][C:38]4[CH:43]=[CH:42][C:41]([Cl:44])=[C:40]([Cl:45])[CH:39]=4)=[CH:34][CH:35]=3)[C:27](=[O:26])[NH:13][C:8]=2[CH:7]=1 |f:4.5.6|. Procedure details: (S)-2-tert-Butoxycarbonylamino-3-(4-hydroxy-3-nitro-phenyl)-propionic acid methyl ester (16.8 mmol) and (R)-[4-(3,4-dichloro-benzyloxy)-phenyl]-hydroxy-acetic acid methyl ester (20.1 mmol) were dissolved in 80 mL of DCM, resin-bound triphenylphosphine (33.6 mmol) added and the mixture cooled to −20° C. To this solution was added DIAD (25.2 mmol) and the mixture was agitated for 30 min at −20° C. The mixture was slowly allowed to warm to r.t. and agiated for 1.5 h. The reaction mixture was filter... Reactants: C1=NCc2cncn2-c2ccccc21, O=C(O)c1ccc2ccc3ncnc3c2nn1. Product: C1=NCc2ccccc2-n2cncc21. As a reaction SMILES: [cH:18]1[n:19][cH:20][c:21]2[n:22]1-[c:23]1[c:24]([cH:28][cH:29][cH:30][cH:31]1)[CH:25]=[N:26][CH2:27]2.[n:1]1[c:2]2[c:3]3[n:4][cH:5][n:6][c:7]3[cH:8][cH:9][c:10]2[cH:11][cH:12][c:13]([C:14]([OH:15])=[O:16])[n:17]1>>[cH:18]1[n:19][cH:20][c:21]2[n:22]1-[c:23]1[c:24]([cH:28][cH:29][cH:30][cH:31]1)[CH2:25][N:26]=[CH:27]2. The reactants are C(C1=CC=CC=C1)C1N(C(OC1)=O)C(CC\C(=C\CC=1C(=C2C(OCC2=C(C1OC)C)=O)O)\C)=O (4-benzyl-3-[(E) 6-(1,3-dihydro -4-hydroxy-6-methoxy-7-methyl-3-oxoisobenzofuran-5-yl)-4-methyl-4-hexenoyl]-2-oxazolidinone), IC (iodomethane), solution, C[Si](C)(C)[N-][Si](C)(C)C.[Na+] (sodium bis(trimethylsilyl)amide), Cl (hydrochloric acid). The solvent is O1CCCC1 (tetrahydrofuran), O1CCCC1 (tetrahydrofuran). Reaction conditions: temperature -30 celsius, time 15 minute. Product: C(C1=CC=CC=C1)C1N(C(OC1)=O)C(CC\C(=C\CC=1C(=C2C(OCC2=C(C1OC)C)=O)O)\C)=O (4-benzyl-3-[(E) 6-(1,3-dihydro -4-hydroxy-6-methoxy-7-methyl-3-oxoisobenzofuran-5-yl)-4-methyl-4-hexenoyl]-2-oxazolidinone), C(C1=CC=CC=C1)C1N(C(OC1)=O)C(C(C\C(=C\CC=1C(=C2C(OCC2=C(C1OC)C)=O)O)\C)C)=O (4-benzyl-3-[(E) 6-(1,3-dihydro-4-hydroxy-6-methoxy-7-methyl-3-oxoisobenzofuran-5-yl) -2,4-dimethyl-4-hexenoyl]-2-oxazolidinone). As a reaction SMILES: C[Si]([N-][Si](C)(C)C)(C)C.[Na+].[CH2:11]([CH:18]1[CH2:22][O:21][C:20](=[O:23])[N:19]1[C:24](=[O:45])[CH2:25][CH2:26]/[C:27](/[CH3:44])=[CH:28]/[CH2:29][C:30]1[C:31]([OH:43])=[C:32]2[C:36](=[C:37]([CH3:41])[C:38]=1[O:39][CH3:40])[CH2:35][O:34][C:33]2=[O:42])[C:12]1[CH:17]=[CH:16][CH:15]=[CH:14][CH:13]=1.I[CH3:47].Cl>O1CCCC1>[CH2:11]([CH:18]1[CH2:22][O:21][C:20](=[O:23])[N:19]1[C:24](=[O:45])[CH2:25][CH2:26]/[C:27](/[CH3:44])=[CH:28]/[CH2:29][C:30]1[C:31]([OH:43])=[C:32]2[C:36](=[C:37]([CH3:41])[C:38]=1[O:39][CH3:40])[CH2:35][O:34][C:33]2=[O:42])[C:12]1[CH:13]=[CH:14][CH:15]=[CH:16][CH:17]=1.[CH2:11]([CH:18]1[CH2:22][O:21][C:20](=[O:23])[N:19]1[C:24](=[O:45])[CH:25]([CH3:47])[CH2:26]/[C:27](/[CH3:44])=[CH:28]/[CH2:29][C:30]1[C:31]([OH:43])=[C:32]2[C:36](=[C:37]([CH3:41])[C:38]=1[O:39][CH3:40])[CH2:35][O:34][C:33]2=[O:42])[C:12]1[CH:13]=[CH:14][CH:15]=[CH:16][CH:17]=1 |f:0.1|. Reported procedure: A 1M solution of sodium bis(trimethylsilyl)amide in tetrahydrofuran (0.43L, 0.43 mol) was cooled to -78° C. and treated dropwise with a precooled solution of (S) 4-benzyl-3-[(E) 6-(1,3-dihydro-4-hydroxy -6-methoxy-7-methyl-3-oxoisobenzofuran-5-yl)-4-methyl-4-hexenoyl]-2-oxazolidinone (86 g, 0.179 mol) in tetrahydrofuran (250 mL), maintaining a temperature below -65° C. After 15 minutes stirring, iodomethane (56 mL, 0.9 mol) was added and the solution was warmed to -30° C. After 1 hour, the solut...